This data is from the Open Reaction Database (ORD), a public repository of structured organic reaction records. The task is: describe an organic reaction: reactants, conditions, products, and yield Reactants: O.O.O.O.C(=O)([O-])C(O)C(O)C(=O)[O-].[Na+].[K+] (potassium sodium tartrate tetrahydrate), C1(=CC=CC=C1)C (toluene), [H-].C(C(C)C)[Al+]CC(C)C (diisobutylaluminum hydride), C(C)OC(\C=C(\C\C=C\[C@@H]([C@H](CC)O[Si](CC)(CC)CC)C)/C)=O (ethyl-(2E,5E,7S,8S)-3,7-dimethyl-8-[(triethylsilyl)oxy]deca-2,5-dienoate). The solvent is CO (Methanol), C(C)OCC (diethyl ether). Reaction conditions: time 1 hour. Yields the product C\C(=C/CO)\C\C=C\[C@@H]([C@H](CC)O[Si](CC)(CC)CC)C ((2E,5E,7S,8S)-3,7-dimethyl-8-[(triethylsilyl)oxy]deca-2,5-dien-1-ol). The yield is 48.8%. As a reaction SMILES: C1(C)C=CC=CC=1.[H-].C([Al+]CC(C)C)C(C)C.C([O:20][C:21](=O)/[CH:22]=[C:23](\[CH3:40])/[CH2:24]/[CH:25]=[CH:26]/[C@H:27]([CH3:39])[C@@H:28]([O:31][Si:32]([CH2:37][CH3:38])([CH2:35][CH3:36])[CH2:33][CH3:34])[CH2:29][CH3:30])C.O.O.O.O.C(C(C(C([O-])=O)O)O)([O-])=O.[Na+].[K+]>CO.C(OCC)C>[CH3:40]/[C:23](/[CH2:24]/[CH:25]=[CH:26]/[C@H:27]([CH3:39])[C@@H:28]([O:31][Si:32]([CH2:35][CH3:36])([CH2:37][CH3:38])[CH2:33][CH3:34])[CH2:29][CH3:30])=[CH:22]\[CH2:21][OH:20] |f:1.2,4.5.6.7.8.9.10|. Reported procedure: 1M toluene solution of diisobutylaluminum hydride (52.2 ml, 52.2 mmol) was added dropwise to an anhydrous diethyl ether (37.5 ml) solution of ethyl-(2E,5E,7S,8S)-3,7-dimethyl-8-[(triethylsilyl)oxy]deca-2,5-dienoate (8.92 g, 25.20 mmol) at −78° C. and the reaction solution was stirred at the same temperature for one hour. Methanol (1 ml) and a saturated potassium sodium tartrate tetrahydrate aqueous solution (9.3 ml) were added to the reaction solution, and the mixture was warmed to room temperat... The reactants are OO (hydrogen peroxide), S(O)(O)(=O)=O (sulfuric acid), OO (hydrogen peroxide), C(CCCCCCCCCCC)(=O)N(C)CC(=O)[O-].[Na+] (sodium N-lauroylsarcosinate), [OH-].[Na+] (sodium hydroxide), [Co] (cobalt). The product is C(CCCCCCCCCCC)(=O)N(C)CC(=O)[O-].[Co+2].C(CCCCCCCCCCC)(=O)N(C)CC(=O)[O-] (cobalt N-lauroylsarcosinate). RXN SMILES: S(=O)(=O)(O)O.OO.[OH-].[Na+].[C:10]([N:23]([CH2:25][C:26]([O-:28])=[O:27])[CH3:24])(=[O:22])[CH2:11][CH2:12][CH2:13][CH2:14][CH2:15][CH2:16][CH2:17][CH2:18][CH2:19][CH2:20][CH3:21].[Na+].[Co:30]>>[C:10]([N:23]([CH2:25][C:26]([O-:28])=[O:27])[CH3:24])(=[O:22])[CH2:11][CH2:12][CH2:13][CH2:14][CH2:15][CH2:16][CH2:17][CH2:18][CH2:19][CH2:20][CH3:21].[Co+2:30].[C:10]([N:23]([CH2:25][C:26]([O-:28])=[O:27])[CH3:24])(=[O:22])[CH2:11][CH2:12][CH2:13][CH2:14][CH2:15][CH2:16][CH2:17][CH2:18][CH2:19][CH2:20][CH3:21] |f:2.3,4.5,7.8.9|. Procedure: 1000 ml of the cobalt solution resulting from separation of the organic phase and containing sulfuric acid, residues of hydrogen peroxide and 0.98% by weight of Co are adjusted to a pH of 6.5 by addition of about 130 g of 18% strength by weight sodium hydroxide solution and subsequently freed of hydrogen peroxide by heating to the boiling point. 333 ml of aqueous 1M sodium N-lauroylsarcosinate are subsequently added, forming cobalt N-lauroylsarcosinate in the form of a pale pink precipitate. Starting materials: C1CCOC1, CC(C)(C)O, CC=C(C)C, [O-][Cl+][O-], O=Cc1c(I)ccn(-c2ccc(F)cc2)c1=O, [Na+], O. Product: O=C(O)c1c(I)ccn(-c2ccc(F)cc2)c1=O. Reaction SMILES: [CH2:32]1[O:33][CH2:34][CH2:35][CH2:36]1.[CH3:18][C:19]([CH3:20])([CH3:21])[OH:22].[CH3:23][C:24](=[CH:25][CH3:26])[CH3:27].[Cl+:28]([O-:29])[O-:30].[F:1][c:2]1[cH:3][cH:4][c:5](-[n:8]2[c:9](=[O:17])[c:10]([CH:15]=[O:16])[c:11]([I:14])[cH:12][cH:13]2)[cH:6][cH:7]1.[Na+:31].[OH2:37]>>[F:1][c:2]1[cH:3][cH:4][c:5](-[n:8]2[c:9](=[O:17])[c:10]([C:15](=[O:16])[OH:22])[c:11]([I:14])[cH:12][cH:13]2)[cH:6][cH:7]1.